From a dataset of the Open Reaction Database (ORD), a public repository of structured organic reaction records. describe an organic reaction: reactants, conditions, products, and yield The reactants are C1CCOC1, O=C(OO)c1cccc(Cl)c1, Cc1ccc(-c2ccc3c(c2)C=C(C(=O)Nc2ccc(Cc4ccccn4)cc2)CO3)cc1. Yields the product Cc1ccc(-c2ccc3c(c2)C=C(C(=O)Nc2ccc(Cc4cccc[n+]4[O-])cc2)CO3)cc1. Reaction SMILES: [O:45]1[CH2:46][CH2:47][CH2:48][CH2:49]1.[OH:34][O:35][C:36]([c:37]1[cH:38][c:39]([Cl:40])[cH:41][cH:42][cH:43]1)=[O:44].[n:1]1[c:2]([CH2:7][c:8]2[cH:9][cH:10][c:11]([NH:14][C:15](=[O:16])[C:17]3=[CH:22][c:21]4[c:20]([cH:26][cH:25][c:24](-[c:27]5[cH:28][cH:29][c:30]([CH3:33])[cH:31][cH:32]5)[cH:23]4)[O:19][CH2:18]3)[cH:12][cH:13]2)[cH:3][cH:4][cH:5][cH:6]1>>[n+:1]1([O-:34])[c:2]([CH2:7][c:8]2[cH:9][cH:10][c:11]([NH:14][C:15](=[O:16])[C:17]3=[CH:22][c:21]4[c:20]([cH:26][cH:25][c:24](-[c:27]5[cH:28][cH:29][c:30]([CH3:33])[cH:31][cH:32]5)[cH:23]4)[O:19][CH2:18]3)[cH:12][cH:13]2)[cH:3][cH:4][cH:5][cH:6]1. Starting materials: CCN1CCNCC1, O=C(CCc1cccc(Oc2ccnc(NC(=O)CCl)c2)c1)Nc1ccc(Cl)c(C(F)(F)F)c1, [K+], [K+], O=C([O-])[O-], CN(C)C=O. The product is CCN1CCN(CC(=O)Nc2cc(Oc3cccc(CCC(=O)Nc4ccc(Cl)c(C(F)(F)F)c4)c3)ccn2)CC1. Reaction SMILES: [CH2:35]([CH3:36])[N:37]1[CH2:38][CH2:39][NH:40][CH2:41][CH2:42]1.[Cl:1][CH2:2][C:3](=[O:4])[NH:5][c:6]1[n:7][cH:8][cH:9][c:10]([O:12][c:13]2[cH:14][c:15]([CH2:19][CH2:20][C:21](=[O:22])[NH:23][c:24]3[cH:25][c:26]([C:31]([F:32])([F:33])[F:34])[c:27]([Cl:30])[cH:28][cH:29]3)[cH:16][cH:17][cH:18]2)[cH:11]1.[K+:43].[K+:44].[O-:45][C:46]([O-:47])=[O:48].[O:49]=[CH:50][N:51]([CH3:52])[CH3:53]>>[CH2:2]([C:3](=[O:4])[NH:5][c:6]1[n:7][cH:8][cH:9][c:10]([O:12][c:13]2[cH:14][c:15]([CH2:19][CH2:20][C:21](=[O:22])[NH:23][c:24]3[cH:25][c:26]([C:31]([F:32])([F:33])[F:34])[c:27]([Cl:30])[cH:28][cH:29]3)[cH:16][cH:17][cH:18]2)[cH:11]1)[N:40]1[CH2:39][CH2:38][N:37]([CH2:35][CH3:36])[CH2:42][CH2:41]1. The reactants are O=C1N(CCCC1)C1=CC=C(C=C2C(NC(S2)=O)=O)C=C1 (5-[4-(Oxo-piperidine-1-yl)-benzylidene]-thiazolidine-2,4-dione), NC[C@@H](COC1=CC=CC=C1)O ((2S)-1-Amino-3-phenoxypropan-2-ol). Product: O[C@@H](CNC1CCN(CC1)C1=CC=C(C=C2C(NC(S2)=O)=O)C=C1)COC1=CC=CC=C1 (5-{4-[4-((2S)-2-Hydroxy-3-phenoxy-propylamino)-piperidine-1-yl]-benzylidene}-thiazolidine-2,4-dione). RXN SMILES: O=[C:2]1[CH2:7][CH2:6][CH2:5][CH2:4][N:3]1[C:8]1[CH:21]=[CH:20][C:11]([CH:12]=[C:13]2[S:17][C:16](=[O:18])[NH:15][C:14]2=[O:19])=[CH:10][CH:9]=1.[NH2:22][CH2:23][C@H:24]([OH:33])[CH2:25][O:26][C:27]1[CH:32]=[CH:31][CH:30]=[CH:29][CH:28]=1>>[OH:33][C@H:24]([CH2:25][O:26][C:27]1[CH:32]=[CH:31][CH:30]=[CH:29][CH:28]=1)[CH2:23][NH:22][CH:6]1[CH2:5][CH2:4][N:3]([C:8]2[CH:21]=[CH:20][C:11]([CH:12]=[C:13]3[S:17][C:16](=[O:18])[NH:15][C:14]3=[O:19])=[CH:10][CH:9]=2)[CH2:2][CH2:7]1. Procedure: The title compound was prepared from 5-[4-(4-oxo-piperidine-1-yl)-benzylidene]-thiazolidine-2,4-dione (which was obtained in Example 36) and (2S)-1-amino-3-phenoxy-propan-2-ol (which was obtained in Example 3) according to the procedure of Example 73 as a pale yellowish solid; mp 208-210° C.; MS (ES) m/z: 454.0 (MH+); HRMS Calcd. for C24H27N3O4S (M+): 453.1723. Found: 453.1710. Starting materials: BrB(Br)Br, COc1cccc(C2CCC(=O)N2c2cnc(Oc3ccc(Cl)cc3)cn2)c1, ClCCl. Product: O=C1CCC(c2cccc(O)c2)N1c1cnc(Oc2ccc(Cl)cc2)cn1. As a reaction SMILES: [B:29]([Br:30])([Br:31])[Br:32].[Cl:1][c:2]1[cH:3][cH:4][c:5]([O:6][c:7]2[n:8][cH:9][c:10]([N:13]3[C:14](=[O:26])[CH2:15][CH2:16][CH:17]3[c:18]3[cH:19][c:20]([O:24][CH3:25])[cH:21][cH:22][cH:23]3)[n:11][cH:12]2)[cH:27][cH:28]1.[Cl:33][CH2:34][Cl:35]>>[Cl:1][c:2]1[cH:3][cH:4][c:5]([O:6][c:7]2[n:8][cH:9][c:10]([N:13]3[C:14](=[O:26])[CH2:15][CH2:16][CH:17]3[c:18]3[cH:19][c:20]([OH:24])[cH:21][cH:22][cH:23]3)[n:11][cH:12]2)[cH:27][cH:28]1. Starting materials: COc1ccc(C)cc1S(=O)(=O)Cl, CC#N, CC(C)(C)OC(=O)N1CCN(c2cc(NS(=O)(=O)c3ccccc3Cl)cc3ccoc23)CC1, CCN(CC)C(=O)CN1CCN(c2cc(N)cc3ccoc23)CC1. Product: Cl, CCN(CC)C(=O)CN1CCN(c2cc(NS(=O)(=O)c3cc(C)ccc3OC)cc3ccoc23)CC1. Reaction SMILES: [CH3:25][O:26][c:27]1[c:28]([S:34](=[O:35])(=[O:36])[Cl:37])[cH:29][c:30]([CH3:33])[cH:31][cH:32]1.[CH3:71][C:72]#[N:73].[Cl:38][c:39]1[cH:40][cH:41][cH:42][cH:43][c:44]1[S:45]([NH:46][c:47]1[cH:48][c:49]([N:50]2[CH2:51][CH2:52][N:53]([C:54]([O:55][C:56]([CH3:57])([CH3:58])[CH3:59])=[O:60])[CH2:61][CH2:62]2)[c:63]2[o:64][cH:65][cH:66][c:67]2[cH:68]1)(=[O:69])=[O:70].[NH2:1][c:2]1[cH:3][c:4]([N:11]2[CH2:12][CH2:13][N:14]([CH2:17][C:18](=[O:19])[N:20]([CH2:21][CH3:22])[CH2:23][CH3:24])[CH2:15][CH2:16]2)[c:5]2[c:6]([cH:7][cH:8][o:9]2)[cH:10]1>>[ClH:37].[NH:1]([c:2]1[cH:3][c:4]([N:11]2[CH2:12][CH2:13][N:14]([CH2:17][C:18](=[O:19])[N:20]([CH2:21][CH3:22])[CH2:23][CH3:24])[CH2:15][CH2:16]2)[c:5]2[c:6]([cH:7][cH:8][o:9]2)[cH:10]1)[S:34]([c:28]1[c:27]([O:26][CH3:25])[cH:32][cH:31][c:30]([CH3:33])[cH:29]1)(=[O:35])=[O:36].